This data is from the Open Reaction Database (ORD), a public repository of structured organic reaction records. The task is: describe an organic reaction: reactants, conditions, products, and yield The reactants are C1CCOC1, C[Al](C)C, COC(=O)c1cccc2cc(Cc3cc(NC(C)=O)ncn3)ccc12, Cc1ccccc1, CN1CCN(Cc2ccc(N)cc2C(F)(F)F)CC1, CCOC(C)=O, [Cl-], [NH4+]. Yields the product CC(=O)Nc1cc(Cc2ccc3c(C(=O)Nc4ccc(CN5CCN(C)CC5)c(C(F)(F)F)c4)cccc3c2)ncn1. RXN SMILES: [CH2:58]1[O:59][CH2:60][CH2:61][CH2:62]1.[CH3:1][Al:2]([CH3:3])[CH3:4].[CH3:24][O:25][C:26](=[O:27])[c:28]1[cH:29][cH:30][cH:31][c:32]2[cH:33][c:34]([CH2:38][c:39]3[n:40][cH:41][n:42][c:43]([NH:45][C:46]([CH3:47])=[O:48])[cH:44]3)[cH:35][cH:36][c:37]12.[CH3:51][c:52]1[cH:53][cH:54][cH:55][cH:56][cH:57]1.[CH3:5][N:6]1[CH2:7][CH2:8][N:9]([CH2:12][c:13]2[c:14]([C:20]([F:21])([F:22])[F:23])[cH:15][c:16]([NH2:19])[cH:17][cH:18]2)[CH2:10][CH2:11]1.[CH3:63][CH2:64][O:65][C:66]([CH3:67])=[O:68].[Cl-:49].[NH4+:50]>>[CH3:5][N:6]1[CH2:7][CH2:8][N:9]([CH2:12][c:13]2[c:14]([C:20]([F:21])([F:22])[F:23])[cH:15][c:16]([NH:19][C:26](=[O:25])[c:28]3[cH:29][cH:30][cH:31][c:32]4[cH:33][c:34]([CH2:38][c:39]5[n:40][cH:41][n:42][c:43]([NH:45][C:46]([CH3:47])=[O:48])[cH:44]5)[cH:35][cH:36][c:37]34)[cH:17][cH:18]2)[CH2:10][CH2:11]1. Starting materials: C(C1=CC=CC=C1)(C1=CC=CC=C1)(C1=CC=CC=C1)NC=1SC=C(N1)/C(/C(=O)NC1[C@@H]2N(C(=C(CS2)\C=C\COC(C)=O)C(=O)OC(C2=CC=CC=C2)C2=CC=CC=C2)C1=O)=N/OC(C1=CC=CC=C1)(C1=CC=CC=C1)C1=CC=CC=C1 (diphenylmethyl 7-[(Z)-2-(2-tritylaminothiazol-4-yl)-2-trityloxyiminoacetamido]-3-[(E)-3-acetoxy-1-propenyl)-3-cephem-4-carboxylate), Cl (hydrochloric acid). Solvent: C(=O)O (formic acid). Conditions: time 2 hour. The product is NC=1SC=C(N1)/C(/C(=O)NC1[C@@H]2N(C(=C(CS2)\C=C\COC(C)=O)C(=O)O)C1=O)=N/O (7-[(Z)-2-(2-Aminothiazol-4-yl)-2-hydroxyiminoacetamido]-3-[(E)-3-acetoxy-1-propenyl)-3-cephem-4-carboxylic Acid). Yield: 51.1%. Reaction SMILES: C([NH:20][C:21]1[S:22][CH:23]=[C:24](/[C:26](=[N:62]/[O:63]C(C2C=CC=CC=2)(C2C=CC=CC=2)C2C=CC=CC=2)/[C:27]([NH:29][CH:30]2[C:60](=[O:61])[N:32]3[C:33]([C:44]([O:46]C(C4C=CC=CC=4)C4C=CC=CC=4)=[O:45])=[C:34](/[CH:37]=[CH:38]/[CH2:39][O:40][C:41](=[O:43])[CH3:42])[CH2:35][S:36][C@H:31]23)=[O:28])[N:25]=1)(C1C=CC=CC=1)(C1C=CC=CC=1)C1C=CC=CC=1.Cl>C(O)=O>[NH2:20][C:21]1[S:22][CH:23]=[C:24](/[C:26](=[N:62]/[OH:63])/[C:27]([NH:29][CH:30]2[C:60](=[O:61])[N:32]3[C:33]([C:44]([OH:46])=[O:45])=[C:34](/[CH:37]=[CH:38]/[CH2:39][O:40][C:41](=[O:43])[CH3:42])[CH2:35][S:36][C@H:31]23)=[O:28])[N:25]=1. Procedure details: A mixture of diphenylmethyl 7-[(Z)-2-(2-tritylaminothiazol-4-yl)-2-trityloxyiminoacetamido]-3-[(E)-3-acetoxy-1-propenyl)-3-cephem-4-carboxylate (1.98 g, 1.75 mmol) in formic acid (20 ml) was stirred for 2 hr at room temperature. Conc. hydrochloric acid (0.16 ml, 1.92 mmol) was added to the mixture and the mixture was stirred for 1 hr at room temperature. Filtration, and concentration of the filtrate, followed by trituration with IPE gave 975 mg of the crude product. Chromatography on a column of... Starting materials: ClC1=NC=C(C=C1)C#N (2-Chloro-5-cyanopyridine), SCCNC(OC(C)(C)C)=O (tert-butyl (2-mercaptoethyl)carbamate), N12CCCCCC2=NCCC1 (1,8-diazabicyclo(5.4.0)undec-7-ene). The solvent is CN(C)C=O (DMF), O (water). Run at time 12 hour. Product: C(#N)C=1C=CC(=NC1)SCCNC(OC(C)(C)C)=O (tert-Butyl {2-[(5-cyanopyridin-2-yl)thio]ethyl}carbamate). Reaction SMILES: Cl[C:2]1[CH:7]=[CH:6][C:5]([C:8]#[N:9])=[CH:4][N:3]=1.[SH:10][CH2:11][CH2:12][NH:13][C:14](=[O:20])[O:15][C:16]([CH3:19])([CH3:18])[CH3:17].N12CCCN=C1CCCCC2>CN(C=O)C.O>[C:8]([C:5]1[CH:6]=[CH:7][C:2]([S:10][CH2:11][CH2:12][NH:13][C:14](=[O:20])[O:15][C:16]([CH3:18])([CH3:17])[CH3:19])=[N:3][CH:4]=1)#[N:9]. Procedure details: 2-Chloro-5-cyanopyridine (500 mg, 3.6 mmol), tert-butyl (2-mercaptoethyl)carbamate (426 mg, 2.4 mmol) and 1,8-diazabicyclo(5.4.0)undec-7-ene (549 mg, 3.6 mmol) are dissolved in DMF (5 ml) and stirred at RT under argon for 12 h. The reaction mixture is diluted with water (100 ml) and extracted with ethyl acetate (3×75 ml). The combined organic phases are washed with saturated aqueous sodium chloride solution, dried over magnesium sulphate and concentrated. After removal of the solvent, the residu... The reactants are FC(C1=CC=C(C=C1)C1=NSC2=C1C=CC(=C2)OS(=O)(=O)C(F)(F)F)(F)F (Trifluoro-methanesulfonic acid 3-(4-trifluoromethyl-phenyl)-benzo[d]isothiazol-6-yl ester), CC(C#C)(C)N(CCO)CC (2-[(1,1-Dimethyl-prop-2-ynyl)-ethyl-amino]-ethanol). Yields the product CC(C#CC1=CC2=C(C(=NS2)C2=CC=C(C=C2)C(F)(F)F)C=C1)(C)N(CCO)CC (2-((1,1-Dimethyl-3-[3-(4-trifluoromethyl-phenyl)-benzo[d]isothiazol-6-yl]-prop-2-ynyl)-ethyl-amino)-ethanol). As a reaction SMILES: [F:1][C:2]([F:27])([F:26])[C:3]1[CH:8]=[CH:7][C:6]([C:9]2[C:13]3[CH:14]=[CH:15][C:16](OS(C(F)(F)F)(=O)=O)=[CH:17][C:12]=3[S:11][N:10]=2)=[CH:5][CH:4]=1.[CH3:28][C:29]([N:33]([CH2:37][CH3:38])[CH2:34][CH2:35][OH:36])([CH3:32])[C:30]#[CH:31]>>[CH3:32][C:29]([N:33]([CH2:37][CH3:38])[CH2:34][CH2:35][OH:36])([CH3:28])[C:30]#[C:31][C:16]1[CH:15]=[CH:14][C:13]2[C:9]([C:6]3[CH:5]=[CH:4][C:3]([C:2]([F:26])([F:1])[F:27])=[CH:8][CH:7]=3)=[N:10][S:11][C:12]=2[CH:17]=1. Reported procedure: In analogy to example 14.1, Trifluoro-methanesulfonic acid 3-(4-trifluoromethyl-phenyl)-benzo[d]isothiazol-6-yl ester and 2-[(1,1-Dimethyl-prop-2-ynyl)-ethyl-amino]-ethanol were converted to yield 2-((1,1-Dimethyl-3-[3-(4-trifluoromethyl-phenyl)-benzo[d]isothiazol-6-yl]-prop-2-ynyl)-ethyl-amino)-ethanol as off-white foam, MS: 433 (MH+). Reactants: BrB(Br)Br, COc1c(F)cc(C(=O)N2c3ccccc3C(N(C(C)=O)c3ccc(Cl)cc3)CC2C)cc1F, ClCCl. The product is CC(=O)N(c1ccc(Cl)cc1)C1CC(C)N(C(=O)c2cc(F)c(O)c(F)c2)c2ccccc21. As a reaction SMILES: [B:35]([Br:36])([Br:37])[Br:38].[Cl:1][c:2]1[cH:3][cH:4][c:5]([N:8]([C:9]([CH3:10])=[O:11])[CH:12]2[CH2:13][CH:14]([CH3:34])[N:15]([C:22]([c:23]3[cH:24][c:25]([F:32])[c:26]([O:30][CH3:31])[c:27]([F:29])[cH:28]3)=[O:33])[c:16]3[cH:17][cH:18][cH:19][cH:20][c:21]32)[cH:6][cH:7]1.[Cl:39][CH2:40][Cl:41]>>[Cl:1][c:2]1[cH:3][cH:4][c:5]([N:8]([C:9]([CH3:10])=[O:11])[CH:12]2[CH2:13][CH:14]([CH3:34])[N:15]([C:22]([c:23]3[cH:24][c:25]([F:32])[c:26]([OH:30])[c:27]([F:29])[cH:28]3)=[O:33])[c:16]3[cH:17][cH:18][cH:19][cH:20][c:21]32)[cH:6][cH:7]1.